From a dataset of the Open Reaction Database (ORD), a public repository of structured organic reaction records. describe an organic reaction: reactants, conditions, products, and yield The reactants are acid chloride, NC=1C=NC2=CC(=CC=C2C1NCC(C)(O)C)OCC1=CC=CC=C1 (1-(3-Amino-7-benzyloxyquinolin-4-ylamino)-2-methyl-propan-2-ol), N1=CC=CC=C1 (pyridine), acid chloride, COCCC(=O)Cl (methoxypropionyl chloride). Solvent: C1(=CC=CC=C1)C (toluene). Conditions: time 1 hour. Product: C(C1=CC=CC=C1)OC=1C=CC=2C3=C(C=NC2C1)N=C(N3CC(C)(O)C)CCOC (1-[7-benzyloxy-2-(2-methoxyethyl)-1H-imidazo[4,5-c]quinolin-1-yl]-2-methylpropan-2-ol). Yield: 75.6%. As a reaction SMILES: [NH2:1][C:2]1[CH:3]=[N:4][C:5]2[C:10]([C:11]=1[NH:12][CH2:13][C:14]([CH3:17])([OH:16])[CH3:15])=[CH:9][CH:8]=[C:7]([O:18][CH2:19][C:20]1[CH:25]=[CH:24][CH:23]=[CH:22][CH:21]=1)[CH:6]=2.N1C=CC=CC=1.[CH3:32][O:33][CH2:34][CH2:35][C:36](Cl)=O>C1(C)C=CC=CC=1>[CH2:19]([O:18][C:7]1[CH:8]=[CH:9][C:10]2[C:11]3[N:12]([CH2:13][C:14]([CH3:17])([OH:16])[CH3:15])[C:36]([CH2:35][CH2:34][O:33][CH3:32])=[N:1][C:2]=3[CH:3]=[N:4][C:5]=2[CH:6]=1)[C:20]1[CH:25]=[CH:24][CH:23]=[CH:22][CH:21]=1. Reported procedure: 1-(3-Amino-7-benzyloxyquinolin-4-ylamino)-2-methyl-propan-2-ol (25 g, 74.09 mmol) was added to 500 mL of pyridine. To this mixture was added in a dropwise manner a solution of methoxypropionyl chloride (10 g, 81.5 mmol) dissolved in 20 mL of toluene. After approximately half of the acid chloride had been added, the reaction mixture became completely homogenous. Two hours after the addition of the acid chloride, the reaction mixture was heated to reflux and maintained overnight. The solvent was c... Reactants: FC1=C(C=CC(=C1)I)NC1=C(C(=O)O)C=CN=C1 (3-[(2-fluoro-4-iodophenyl)amino]isonicotinic acid), FC1=C(C=CC(=C1)I)NC1=C(C(=O)O)C=CN=C1 (3-[(2-fluoro-4-iodophenyl)amino]isonicotinic acid), C1(CCC1)N (cyclobutylamine). The product is C1(CCC1)NC(C1=C(C=NC=C1)NC1=C(C=C(C=C1)I)F)=O (N-(cyclobutyl)-3-[(2-fluoro-4-iodophenyl)amino]isonicotinamide). Reaction SMILES: [F:1][C:2]1[CH:7]=[C:6]([I:8])[CH:5]=[CH:4][C:3]=1[NH:9][C:10]1[CH:18]=[N:17][CH:16]=[CH:15][C:11]=1[C:12]([OH:14])=O.[CH:19]1([NH2:23])[CH2:22][CH2:21][CH2:20]1>>[CH:19]1([NH:23][C:12](=[O:14])[C:11]2[CH:15]=[CH:16][N:17]=[CH:18][C:10]=2[NH:9][C:3]2[CH:4]=[CH:5][C:6]([I:8])=[CH:7][C:2]=2[F:1])[CH2:22][CH2:21][CH2:20]1. Procedure: N-(cyclobutyl)-3-[(2-fluoro-4-iodophenyl)amino]isonicotinamide was synthesized according to the procedure for General Method 1, outlined above, starting with 0.34 mmol of 3-[(2-fluoro-4-iodophenyl)amino]isonicotinic acid (intermediate 1) and 0.42 mmol of cyclobutylamine. LC/MS [9.86 min; 412 (M+1)]